describe an organic reaction: reactants, conditions, products, and yield From a dataset of the Open Reaction Database (ORD), a public repository of structured organic reaction records. The reactants are Brc1cccc(-c2nc3ccccc3[nH]2)c1, C1CCOC1, CI, [H-], [Na+]. The product is Cn1c(-c2cccc(Br)c2)nc2ccccc21. Reaction SMILES: [Br:1][c:2]1[cH:3][c:4](-[c:8]2[n:9][c:10]3[c:11]([nH:12]2)[cH:13][cH:14][cH:15][cH:16]3)[cH:5][cH:6][cH:7]1.[CH2:21]1[O:22][CH2:23][CH2:24][CH2:25]1.[CH3:19][I:20].[H-:18].[Na+:17]>>[Br:1][c:2]1[cH:3][c:4](-[c:8]2[n:9]([CH3:19])[c:10]3[c:11]([n:12]2)[cH:13][cH:14][cH:15][cH:16]3)[cH:5][cH:6][cH:7]1. The reactants are ClC1=CC=C(C(=O)NC=2SC=C(N2)CC(N2CCNCC2)=O)C=C1 (4-chloro-N-[4-(2-oxo-2-piperazin-1-yl-ethyl)-thiazol-2-yl]-benzamide), O=C1N(CCC1)CC(=O)O ((2-oxo-pyrrolidine-1-yl)-acetic acid). Yields the product ClC1=CC=C(C(=O)NC=2SC=C(N2)CC(N2CCN(CC2)C(CN2C(CCC2)=O)=O)=O)C=C1 (4-chloro-N-[4-(2-oxo-2-{4-[2-(2-oxo-pyrrolidin-1-yl)-acetyl]-piperazin-1-yl}-ethyl)-thiazol-2-yl]-benzamide). RXN SMILES: [Cl:1][C:2]1[CH:24]=[CH:23][C:5]([C:6]([NH:8][C:9]2[S:10][CH:11]=[C:12]([CH2:14][C:15](=[O:22])[N:16]3[CH2:21][CH2:20][NH:19][CH2:18][CH2:17]3)[N:13]=2)=[O:7])=[CH:4][CH:3]=1.[O:25]=[C:26]1[CH2:30][CH2:29][CH2:28][N:27]1[CH2:31][C:32](O)=[O:33]>>[Cl:1][C:2]1[CH:3]=[CH:4][C:5]([C:6]([NH:8][C:9]2[S:10][CH:11]=[C:12]([CH2:14][C:15](=[O:22])[N:16]3[CH2:17][CH2:18][N:19]([C:32](=[O:33])[CH2:31][N:27]4[CH2:28][CH2:29][CH2:30][C:26]4=[O:25])[CH2:20][CH2:21]3)[N:13]=2)=[O:7])=[CH:23][CH:24]=1. Procedure details: 54.3 Using general procedure A, 4-chloro-N-[4-(2-oxo-2-piperazin-1-yl-ethyl)-thiazol-2-yl]-benzamide was coupled with (2-oxo-pyrrolidine-1-yl)-acetic acid (CAS 53934-76-2) to give 4-chloro-N-[4-(2-oxo-2-{4-[2-(2-oxo-pyrrolidin-1-yl)-acetyl]-piperazin-1-yl}-ethyl)-thiazol-2-yl]-benzamide. White solid. MS 490.4 ([M+H]+) RXN SMILES: [CH3:1][O:2][K].[CH:4]1[CH:9]=[C:8](Cl)[CH:7]=[C:6]([C:11]([O:13]O)=O)[CH:5]=1.O=P(Cl)(Cl)Cl.B(Br)(Br)Br.C=O.C(S(N)(=O)=O)C(C)(C)C.CN1C(=O)[N:40]([CH3:43])[CH2:39][CH2:38]C1>C(Cl)Cl.ClCCCl.OS(O)(=O)=O>[O:13]1[C:11]2[C:6]3[CH:5]=[CH:4][CH:9]=[CH:8][C:7]=3[CH:43]=[N:40][C:39]=2[CH2:38][O:2][CH2:1]1. Run in ClCCCl (DCE), OS(=O)(=O)O (H2SO4), C(Cl)Cl (CH2Cl2), C(Cl)Cl (CH2Cl2). Yields the product O1COCC=2N=CC=3C=CC=CC3C21 (4H-[1,3]dioxino[5,4-c]isoquinolin). Procedure: Reaction Conditions: (1) MeOK in DMPU; (2) MCPBA in CH2Cl2; (3) POCl3 in DCE; (4) BBr3 in CH2Cl2; (5) HCHO solution in 40% H2SO4 by procedure of Synthesis of 1,3-oxazino[5,6-c]isoquinolines and related compounds. Miyoko Toyama and Hirotaka Otomasu, Chem. Pharm. Bull. 33(12), 5543-5546, 1985; (6) Fluororination procedure by Uchibori, Y.; Umeno, M.; Yoshiokai, H.; Heterocycles, 1992, 34 (8), 1507-1510 Reactants: CO[K] (MeOK), CN1CCCN(C1=O)C (DMPU), B(Br)(Br)Br (BBr3), C=O (HCHO), 1,3-oxazino[5,6-c]isoquinolines, Heterocycles, ( 8 ), C(C(C)(C)C)S(=O)(=O)N (neopentylsulfonamide), C1=CC(=CC(=C1)Cl)C(=O)OO (MCPBA), O=P(Cl)(Cl)Cl (POCl3). Starting materials: C(#N)\C(\CCC)=C/1\C2=C(OCC3=C1C=CC(=C3)C(=O)OCCC)C=CC=C2 (propyl(E)-11-(1-cyanobutylidene)-6,11-dihydrodibenzo[b,e]oxepine-8-carboxylate), C(#N)\C(\CCC)=C\1/C2=C(OCC3=C1C=CC(=C3)C(=O)OCCC)C=CC=C2 (propyl(Z)-11-(1-cyanobutylidene)-6,11-dihydrodibenzo[b,e]oxepine-8-carboxylate), C(#N)C1(CC1)\C=C\1/C2=C(OCC3=C1C=CC(=C3)C(=O)OCCC)C=CC=C2 (propyl(Z)-11-(1-cyanocyclopropylmethylene)-6,11-dihydrodibenzo[b,e]oxepine-8-carboxylate). Product: OCC1=CC2=C(/C(/C3=C(OC2)C=CC=C3)=C(\C#N)/CCC)C=C1 ((E)-2-(8-hydroxymethyl-6,11-dihydrodibenzo[b,e]oxepin-11-ylidene)pentanenitrile). Yield: 41.0%. As a reaction SMILES: [C:1](/[C:3](=[C:7]1/[C:8]2[CH:27]=[CH:26][CH:25]=[CH:24][C:9]=2[O:10][CH2:11][C:12]2[CH:17]=[C:16]([C:18](OCCC)=[O:19])[CH:15]=[CH:14][C:13]/1=2)/[CH2:4][CH2:5][CH3:6])#[N:2].C(/C(=C1\C2C=CC=CC=2OCC2C=C(C(OCCC)=O)C=CC\1=2)/CCC)#N.C(C1(/C=C2\C3C=CC=CC=3OCC3C=C(C(OCCC)=O)C=CC\2=3)CC1)#N>>[OH:19][CH2:18][C:16]1[CH:15]=[CH:14][C:13]2/[C:7](=[C:3](/[CH2:4][CH2:5][CH3:6])\[C:1]#[N:2])/[C:8]3[CH:27]=[CH:26][CH:25]=[CH:24][C:9]=3[O:10][CH2:11][C:12]=2[CH:17]=1. Procedure: [step 1] Using pentanenitrile (2.7 mL, 25.9 mol) instead of cyclopropylacetonitrile, and in the same manner as in Reference Example B9, step 1, (E)-2-(8-bromo-6,11-dihydrodibenzo[b,e]oxepin-11-ylidene)pentanenitrile and (Z)-2-(8-bromo-6,11-dihydrodibenzo[b,e]oxepin-11-ylidene)pentanenitrile (1.90 g, 51%) were obtained. [step 2] Using (E)-2-(8-bromo-6,11-dihydrodibenzo[b,e]oxepin-11-ylidene)pentanenitrile and (Z)-2-(8-bromo-6,11-dihydrodibenzo[b,e]oxepin-11-ylidene)pentanenitrile (1.9 g, 5.37 mmo... The reactants are C(C=C)OC1(CCN(CC1)C1=C(C(=CC=2N1C=C(N2)C=2C=C(C=CC2)C2=C(C(=CC=C2)F)O)C)[C@@H](C(=O)OC)OC(C)(C)C)C ((S)-methyl 2-(5-(4-(allyloxy)-4-methylpiperidin-1-yl)-2-(3′-fluoro-2′-hydroxy-[1,1′-biphenyl]-3-yl)-7-methylimidazo[1,2-a]pyridin-6-yl)-2-(tert-butoxy)acetate), C(C=C)OC1(CCN(CC1)C1=C(C(=CC=2N1C=C(N2)C=2C=C(C=CC2)C2=C(C=CC(=C2)C)O[C@@H](C)CC=C)C)[C@@H](C(=O)OC)OC(C)(C)C)C ((S)-methyl 2-(5-(4-(allyloxy)-4-methylpiperidin-1-yl)-7-methyl-2-(5′-methyl-2′-((S)-pent-4-en-2-yloxy)-[1,1′-biphenyl]-3-yl)imidazo[1,2-a]pyridin-6-yl)-2-(tert-butoxy)acetate). The product is C(C=C)OC1(CCN(CC1)C1=C(C(=CC=2N1C=C(N2)C=2C=C(C=CC2)C2=C(C(=CC=C2)F)O[C@@H](C)CC=C)C)[C@@H](C(=O)OC)OC(C)(C)C)C ((S)-Methyl 2-(5-(4-(allyloxy)-4-methylpiperidin-1-yl)-2-(3′-fluoro-2′-((S)-pent-4-en-2-yloxy)-[1,1′-biphenyl]-3-yl)-7-methylimidazo[1,2-a]pyridin-6-yl)-2-(tert-butoxy)acetate). Isolated yield 70.0%. Reaction SMILES: [CH2:1]([O:4][C:5]1([CH3:45])[CH2:10][CH2:9][N:8]([C:11]2[N:16]3[CH:17]=[C:18]([C:20]4[CH:21]=[C:22]([C:26]5[CH:31]=[CH:30][CH:29]=[C:28]([F:32])[C:27]=5[OH:33])[CH:23]=[CH:24][CH:25]=4)[N:19]=[C:15]3[CH:14]=[C:13]([CH3:34])[C:12]=2[C@H:35]([O:40][C:41]([CH3:44])([CH3:43])[CH3:42])[C:36]([O:38][CH3:39])=[O:37])[CH2:7][CH2:6]1)[CH:2]=[CH2:3].C(O[C:50]1(C)[CH2:55][CH2:54]N(C2N3C=C(C4C=C(C5C=C(C)C=CC=5O[C@H](CC=C)C)C=CC=4)N=C3C=C(C)C=2[C@H](OC(C)(C)C)C(OC)=O)[CH2:52][CH2:51]1)C=C>>[CH2:1]([O:4][C:5]1([CH3:45])[CH2:10][CH2:9][N:8]([C:11]2[N:16]3[CH:17]=[C:18]([C:20]4[CH:21]=[C:22]([C:26]5[CH:31]=[CH:30][CH:29]=[C:28]([F:32])[C:27]=5[O:33][C@H:55]([CH2:50][CH:51]=[CH2:52])[CH3:54])[CH:23]=[CH:24][CH:25]=4)[N:19]=[C:15]3[CH:14]=[C:13]([CH3:34])[C:12]=2[C@H:35]([O:40][C:41]([CH3:44])([CH3:43])[CH3:42])[C:36]([O:38][CH3:39])=[O:37])[CH2:7][CH2:6]1)[CH:2]=[CH2:3]. Reported procedure: Prepared from (S)-methyl 2-(5-(4-(allyloxy)-4-methylpiperidin-1-yl)-2-(3′-fluoro-2′-hydroxy-[1,1′-biphenyl]-3-yl)-7-methylimidazo[1,2-a]pyridin-6-yl)-2-(tert-butoxy)acetate in 70% yield following the same procedure as (S)-methyl 2-(5-(4-(allyloxy)-4-methylpiperidin-1-yl)-7-methyl-2-(5′-methyl-2′-((S)-pent-4-en-2-yloxy)-[1,1′-biphenyl]-3-yl)imidazo[1,2-a]pyridin-6-yl)-2-(tert-butoxy)acetate. LCMS (ESI, M+1): 684.20. Reactants: CC(NC(=O)OC(C)(C)C)c1nc2ncccc2c(=O)n1-c1ccc(C#N)cc1, ClCCl, O=C(O)C(F)(F)F. The product is CC(N)c1nc2ncccc2c(=O)n1-c1ccc(C#N)cc1. Reaction SMILES: [C:1](#[N:2])[c:3]1[cH:4][cH:5][c:6](-[n:9]2[c:10]([CH:20]([CH3:21])[NH:22][C:23](=[O:24])[O:25][C:26]([CH3:27])([CH3:28])[CH3:29])[n:11][c:12]3[c:13]([c:14]2=[O:15])[cH:16][cH:17][cH:18][n:19]3)[cH:7][cH:8]1.[Cl:37][CH2:38][Cl:39].[F:30][C:31]([F:32])([F:33])[C:34]([OH:35])=[O:36]>>[C:1](#[N:2])[c:3]1[cH:4][cH:5][c:6](-[n:9]2[c:10]([CH:20]([CH3:21])[NH2:22])[n:11][c:12]3[c:13]([c:14]2=[O:15])[cH:16][cH:17][cH:18][n:19]3)[cH:7][cH:8]1.